From a dataset of the Open Reaction Database (ORD), a public repository of structured organic reaction records. describe an organic reaction: reactants, conditions, products, and yield Starting materials: C=O, CCO, Cc1cccnc1N, c1ccc2[nH]nnc2c1. Reaction SMILES: [CH2:18]=[O:19].[CH3:20][CH2:21][OH:22].[NH2:1][c:2]1[n:3][cH:4][cH:5][cH:6][c:7]1[CH3:8].[nH:9]1[n:10][n:11][c:12]2[c:13]1[cH:14][cH:15][cH:16][cH:17]2>>[c:2]1([CH2:18][n:9]2[n:10][n:11][c:12]3[c:13]2[cH:14][cH:15][cH:16][cH:17]3)[n:3][cH:4][cH:5][cH:6][c:7]1[CH3:8]. Yields the product Cc1cccnc1Cn1nnc2ccccc21.